From a dataset of the Open Reaction Database (ORD), a public repository of structured organic reaction records. describe an organic reaction: reactants, conditions, products, and yield The reactants are CC1(OC(C(O1)=CC(=O)N(OC)CC1=CC=C(C=C1)F)=O)C (2-(2,2-Dimethyl-5-oxo-[1,3]dioxolan-4-ylidene)-N-(4-fluoro-benzyl)-N-methoxy-acetamide), C1(CCC1)CS(=O)(=O)N (cyclobutyl-methanesulfonamide), compound 1. The product is FC1=CC=C(CN(C(C=C(C(=O)NS(=O)(=O)CC2CCC2)O)=O)OC)C=C1 (4-Cyclobutylmethanesulfonylamino-3-hydroxy4-oxo-but-2-enoic acid (4-fluoro-benzyl)-methoxy-amide). As a reaction SMILES: CC1(C)[O:6][C:5](=[CH:7][C:8]([N:10]([CH2:13][C:14]2[CH:19]=[CH:18][C:17]([F:20])=[CH:16][CH:15]=2)[O:11][CH3:12])=[O:9])[C:4](=[O:21])O1.[CH:23]1([CH2:27][S:28]([NH2:31])(=[O:30])=[O:29])[CH2:26][CH2:25][CH2:24]1>>[F:20][C:17]1[CH:16]=[CH:15][C:14]([CH2:13][N:10]([O:11][CH3:12])[C:8](=[O:9])[CH:7]=[C:5]([OH:6])[C:4]([NH:31][S:28]([CH2:27][CH:23]2[CH2:26][CH2:25][CH2:24]2)(=[O:30])=[O:29])=[O:21])=[CH:19][CH:18]=1. Procedure details: 2-(2,2-Dimethyl-5-oxo-[1,3]dioxolan-4-ylidene)-N-(4-fluoro-benzyl)-N-methoxy-acetamide was treated with cyclobutyl-methanesulfonamide as described in the preparation of compound 1 to yield the title compound. LCMS (M+H) calcd for C17H22FN2O6S: 401.1; found: 401.0. 1H NMR (500 MHz, CDCl3) δ: 1.87 (overlapping m, 3), 1.96 (m, 1), 2.21 (m, 2), 2.86 (heptet, 1, J=8), 3.55 (d, 2, J=7), 3.66 (s, 3), 4.79 (s, 2), 6.53 (s, 1), 7.02 (m, 2), 7.29 (m, 2). 13C NMR (125 MHz, CDCl3) δ: 19.20, 28.12, 30.01, 48... Reactants: CI, [H-], Nc1nc(C(=O)NCc2ncc[nH]2)cc(-c2ccco2)n1, [Na+], CN(C)C=O, O. Yields the product Cn1ccnc1CNC(=O)c1cc(-c2ccco2)nc(N)n1. As a reaction SMILES: [CH3:24][I:25].[H-:23].[NH2:1][c:2]1[n:3][c:4](-[c:17]2[o:18][cH:19][cH:20][cH:21]2)[cH:5][c:6]([C:8](=[O:9])[NH:10][CH2:11][c:12]2[nH:13][cH:14][cH:15][n:16]2)[n:7]1.[Na+:22].[O:27]=[CH:28][N:29]([CH3:30])[CH3:31].[OH2:26]>>[NH2:1][c:2]1[n:3][c:4](-[c:17]2[o:18][cH:19][cH:20][cH:21]2)[cH:5][c:6]([C:8](=[O:9])[NH:10][CH2:11][c:12]2[n:13]([CH3:24])[cH:14][cH:15][n:16]2)[n:7]1. Reactants: [N-]=C=S (isothiocyanate), CN(C)C=O (DMF), NC=1SC=CN1 (2-aminothiazole), CCOC(=O)C (EtOAc). Reaction conditions: temperature 100 celsius. Yields the product [N-]=C=S (isothiocyanate), NCCC=1N(C=CC1)C (2-(2-aminoethyl)-1-methylpyrrole), titled product. RXN SMILES: [N-:1]=[C:2]=[S:3].NC1S[CH:7]=[CH:8][N:9]=1.CCO[C:13]([CH3:15])=O.[CH3:16][N:17]([CH:19]=O)[CH3:18]>>[N-:1]=[C:2]=[S:3].[NH2:9][CH2:8][CH2:7][C:19]1[N:17]([CH3:18])[CH:16]=[CH:13][CH:15]=1. Procedure details: An isothiocyanate of 2-(2-aminoethyl)-1-methylpyrrole was prepared according to Ann 657, 104-107 (1962). 1H-NMR (CDCl3) δ2.95 (t, 2H), 3.55 (s, 1H), 3.65 (t, 2H), 5.9-5.95 (m, 1H), 6.05 (t, 1H), 6.55 (t, 1H). This isothiocyanate was dissolved in DMF (4 ml). To this solution was added 200 mg (2 mmol) of 2-aminothiazole and the solution was heated at 100° C. for about 16 h. EtOAc was added and the organic phase was washed with sat. NH4Cl-solution and brine. After drying (Na2SO4), the product was p... Starting materials: CCc1cc(CC(NC(=O)N2CCC(N3Cc4ccccc4NC3=O)CC2)c2nnn[nH]2)cc2c(C)n[nH]c12, CS(C)=O, CI, [Na+], [Na+], O=C([O-])[O-], O. Yields the product CCc1cc(CC(NC(=O)N2CCC(N3Cc4ccccc4NC3=O)CC2)c2nnnn2C)cc2c(C)n[nH]c12. Reaction SMILES: [CH2:1]([CH3:2])[c:3]1[cH:4][c:5]([CH2:13][CH:14]([c:15]2[n:16][n:17][n:18][nH:19]2)[NH:20][C:21](=[O:22])[N:23]2[CH2:24][CH2:25][CH:26]([N:29]3[C:30](=[O:39])[NH:31][c:32]4[cH:33][cH:34][cH:35][cH:36][c:37]4[CH2:38]3)[CH2:27][CH2:28]2)[cH:6][c:7]2[c:8]([CH3:12])[n:9][nH:10][c:11]12.[CH3:48][S:49]([CH3:50])=[O:51].[I:46][CH3:47].[Na+:40].[Na+:41].[O-:42][C:43](=[O:44])[O-:45].[OH2:52]>>[CH2:1]([CH3:2])[c:3]1[cH:4][c:5]([CH2:13][CH:14]([c:15]2[n:16]([CH3:43])[n:17][n:18][n:19]2)[NH:20][C:21](=[O:22])[N:23]2[CH2:24][CH2:25][CH:26]([N:29]3[C:30](=[O:39])[NH:31][c:32]4[cH:33][cH:34][cH:35][cH:36][c:37]4[CH2:38]3)[CH2:27][CH2:28]2)[cH:6][c:7]2[c:8]([CH3:12])[n:9][nH:10][c:11]12.